From a dataset of the Open Reaction Database (ORD), a public repository of structured organic reaction records. describe an organic reaction: reactants, conditions, products, and yield The reactants are CC(C)O, CN1C(=O)C(F)(F)CN(C2CCC2)c2nc(Cl)ncc21, CN1CCC(NC(=O)c2ccc(N)cc2)CC1, O, Cc1ccccc1S(=O)(=O)O. The product is CN1CCC(NC(=O)c2ccc(Nc3ncc4c(n3)N(C3CCC3)CC(F)(F)C(=O)N4C)cc2)CC1. RXN SMILES: [CH:50]([OH:51])([CH3:52])[CH3:53].[Cl:1][c:2]1[n:3][cH:4][c:5]2[c:6]([n:20]1)[N:7]([CH:16]1[CH2:17][CH2:18][CH2:19]1)[CH2:8][C:9]([F:14])([F:15])[C:10](=[O:13])[N:11]2[CH3:12].[NH2:33][c:34]1[cH:35][cH:36][c:37]([C:38](=[O:39])[NH:40][CH:41]2[CH2:42][CH2:43][N:44]([CH3:47])[CH2:45][CH2:46]2)[cH:48][cH:49]1.[OH2:21].[c:22]1([CH3:23])[c:24]([S:25]([OH:26])(=[O:27])=[O:28])[cH:29][cH:30][cH:31][cH:32]1>>[c:2]1([NH:33][c:34]2[cH:35][cH:36][c:37]([C:38](=[O:39])[NH:40][CH:41]3[CH2:42][CH2:43][N:44]([CH3:47])[CH2:45][CH2:46]3)[cH:48][cH:49]2)[n:3][cH:4][c:5]2[c:6]([n:20]1)[N:7]([CH:16]1[CH2:17][CH2:18][CH2:19]1)[CH2:8][C:9]([F:14])([F:15])[C:10](=[O:13])[N:11]2[CH3:12]. The reactants are C1=CC(=CC=C1N)O (p-aminophenol), BrC1=CC=CC=C1 (bromobenzene), cuprous iodide, NC1=CC(=C(C=C1)O)[N+](=O)[O-] (4-Amino-2-nitrophenol), C1(O)=CC=C(O)C=C1 (hydroquinone), NC1=CC=CC=C1 (aniline). The reagents and catalysts are [Cl-].[Zn+2].[Cl-] (zinc chloride). Product: NC1=C(C=C(C=C1)O)[N+](=O)[O-] (4-Amino-3-nitrophenol), C(C)(=O)OC1=CC=C(C=C1)N (4-aminophenyl acetate). As a reaction SMILES: [C:1]1(C=CC(O)=C[CH:3]=1)[OH:2].NC1C=CC=CC=1.[CH:16]1[C:21]([NH2:22])=[CH:20][CH:19]=[C:18]([OH:23])[CH:17]=1.BrC1C=CC=CC=1.[NH2:31][C:32]1[CH:37]=[CH:36][C:35]([OH:38])=[C:34]([N+:39]([O-:41])=[O:40])[CH:33]=1>[Cl-].[Zn+2].[Cl-]>[NH2:22][C:21]1[CH:20]=[CH:19][C:18]([OH:23])=[CH:17][C:16]=1[N+:39]([O-:41])=[O:40].[C:1]([O:38][C:35]1[CH:36]=[CH:37][C:32]([NH2:31])=[CH:33][CH:34]=1)(=[O:2])[CH3:3] |f:5.6.7|. Procedure details: 4-Hydroxydiphenylamine (m.p. 70° C., b.p. 330° C.) is formed by heating hydroquinone with aniline and zinc chloride at 180°-185° C. (G. Heller, Ann., 1919, 418, p. 265; A. Calm and M. Phillip, Chem. Ber., 1883, 16, p. 1799; 1884, 17, p. 2431), or by reaction of p-aminophenol with bromobenzene and cuprous iodide (German Pat. No. 187,870). 4-Amino-2-nitrophenol (dark red plates, m.p. 128° C.) can be prepared by the procedure described in A. Girard, Bull. Soc. Chim. Fr., 1924, 35, p. 773) and 4-Ami... Starting materials: O=C([O-])[O-], COC(=O)c1ccc(Cl)nc1, Cc1nnn(-c2ccccc2F)c1-c1c[nH]cn1, [K+], [K+], CN(C)C=O, O. The product is COC(=O)c1ccc(-n2cnc(-c3c(C)nnn3-c3ccccc3F)c2)nc1. Reaction SMILES: [C:30](=[O:31])([O-:32])[O-:33].[Cl:19][c:20]1[n:21][cH:22][c:23]([C:24](=[O:25])[O:26][CH3:27])[cH:28][cH:29]1.[F:1][c:2]1[c:3](-[n:8]2[n:9][n:10][c:11]([CH3:18])[c:12]2-[c:13]2[n:14][cH:15][nH:16][cH:17]2)[cH:4][cH:5][cH:6][cH:7]1.[K+:34].[K+:35].[O:37]=[CH:38][N:39]([CH3:40])[CH3:41].[OH2:36]>>[F:1][c:2]1[c:3](-[n:8]2[n:9][n:10][c:11]([CH3:18])[c:12]2-[c:13]2[n:14][cH:15][n:16](-[c:20]3[n:21][cH:22][c:23]([C:24](=[O:25])[O:26][CH3:27])[cH:28][cH:29]3)[cH:17]2)[cH:4][cH:5][cH:6][cH:7]1. Reactants: BrC1=CC2=C(C=3N(CCO2)C=C(N3)C3=NC=NN3C(C)C)C=C1 (9-bromo-2-(1-isopropyl-1H-1,2,4-triazol-5-yl)-5,6-dihydrobenzo[f]imidazo[1,2-d][1,4]oxazepine), NCC1(COC1)N (3-(aminomethyl)oxetan-3-amine). Yields the product NC1(COC1)CNC1=CC2=C(C=3N(CCO2)C=C(N3)C3=NC=NN3C(C)C)C=C1 (N-((3-aminooxetan-3-yl)methyl)-2-(1-isopropyl-1H-1,2,4-triazol-5-yl)-5,6-dihydrobenzo[f]imidazo[1,2-d][1,4]oxazepin-9-amine). RXN SMILES: Br[C:2]1[CH:23]=[CH:22][C:5]2[C:6]3[N:7]([CH:11]=[C:12]([C:14]4[N:18]([CH:19]([CH3:21])[CH3:20])[N:17]=[CH:16][N:15]=4)[N:13]=3)[CH2:8][CH2:9][O:10][C:4]=2[CH:3]=1.[NH2:24][CH2:25][C:26]1([NH2:30])[CH2:29][O:28][CH2:27]1>>[NH2:30][C:26]1([CH2:25][NH:24][C:2]2[CH:23]=[CH:22][C:5]3[C:6]4[N:7]([CH:11]=[C:12]([C:14]5[N:18]([CH:19]([CH3:21])[CH3:20])[N:17]=[CH:16][N:15]=5)[N:13]=4)[CH2:8][CH2:9][O:10][C:4]=3[CH:3]=2)[CH2:29][O:28][CH2:27]1. Procedure details: Following the procedures of Example 551, 9-bromo-2-(1-isopropyl-1H-1,2,4-triazol-5-yl)-5,6-dihydrobenzo[f]imidazo[1,2-d][1,4]oxazepine 194 and 3-(aminomethyl)oxetan-3-amine were reacted to give 524. LC/MS (ESI+): m/z 396.3 (M+H) Conditions: time 3 hour. Run in C1CCOC1 (THF), C1CCOC1 (THF), C1CCOC1 (THF). The product is FC1=C(C(=O)OCC)C=C(C(=C1)NC)[N+](=O)[O-] (Ethyl 2-fluoro-4-(methylamino)-5-nitrobenzoate). RXN SMILES: [CH3:1][NH2:2].[F:3][C:4]1[CH:14]=[C:13](F)[C:12]([N+:16]([O-:18])=[O:17])=[CH:11][C:5]=1[C:6]([O:8][CH2:9][CH3:10])=[O:7].O>C1COCC1>[F:3][C:4]1[CH:14]=[C:13]([NH:2][CH3:1])[C:12]([N+:16]([O-:18])=[O:17])=[CH:11][C:5]=1[C:6]([O:8][CH2:9][CH3:10])=[O:7]. The reactants are CN (MeNH2), O (water), solution, CN (MeNH2), FC1=C(C(=O)OCC)C=C(C(=C1)F)[N+](=O)[O-] (ethyl 2,4-difluoro-5-nitrobenzoate). Procedure: A 2M solution of MeNH2 in THF (21.6 mL; 43.3 mmol) is added dropwise to a solution of ethyl 2,4-difluoro-5-nitrobenzoate (5.0 g; 21.6 mmol) in THF (70 mL) at −5° C. The mixture is left overnight at rt whereafter an additional portion of 2M MeNH2 in THF (10.0 mL; 2 M; 21.6 mmol) is added at 0° C. After 3 h at rt, water is added and the mixture is concentrated. The resulting precipitate is filtered off and dried to give the sub-title compound. Yield: 5.0 g (96%). The reactants are BrC(C(=O)OCC)C1=CC=C(C=C1)Cl (ethyl alpha-bromo-(4-chlorophenyl)acetate), [OH-].[NH4+] (ammonium hydroxide), N (ammonia). The solvent is C(C)O (ethanol). Yields the product Br.NC(C(=O)N)C1=CC=C(C=C1)Cl (alpha-amino(4-chlorophenyl)acetamide hydrobromide). Reaction SMILES: [Br:1][CH:2]([C:8]1[CH:13]=[CH:12][C:11]([Cl:14])=[CH:10][CH:9]=1)[C:3](OCC)=[O:4].[OH-].[NH4+:16].[NH3:17]>C(O)C>[BrH:1].[NH2:16][CH:2]([C:8]1[CH:13]=[CH:12][C:11]([Cl:14])=[CH:10][CH:9]=1)[C:3]([NH2:17])=[O:4] |f:1.2,5.6|. Procedure: By the method of T. Naito, et al., Chem. Pharm. Bull. 16, 544 (1968), incorporated herein by reference, 50.0 g (0.18 mole) of ethyl alpha-bromo-(4-chlorophenyl)acetate, 110 ml of concentrated ammonium hydroxide solution, and ammonia gas in 125 ml of ethanol were reacted to produce 20.0 g of alpha-amino(4-chlorophenyl)acetamide hydrobromide (m.p. 273°-280° C. dec.). The reactants are aqueous solution, [OH-].[Na+] (sodium hydroxide), NC1=C2C(C(=CN(C2=C(C(=C1F)N1CC(NCC1)C)OC(F)F)C1CC1)C(=O)O)=O (5-amino-1-cyclopropyl-8-difluoromethoxy-6-fluoro-7-(3-methylpiperazinyl)-1,4-dihydro-4-oxoquinoline-3-carboxylic acid), [Cl-].[Mg+2].[Cl-] (magnesium chloride). Run at time 90 minute. The product is NC1=C2C(C(=CN(C2=C(C(=C1F)N1CC(NCC1)C)OC(F)F)C1CC1)C(=O)[O-])=O.[Mg+2].NC1=C2C(C(=CN(C2=C(C(=C1F)N1CC(NCC1)C)OC(F)F)C1CC1)C(=O)[O-])=O (magnesium [5-amino-1-cyclopropyl-8-difluoromethoxy-6-fluoro-7-(3-methylpiperazinyl)-1,4-dihydro-4-oxoquinoline-3-carboxylate]). The yield is 90.4%. As a reaction SMILES: [OH-].[Na+].[NH2:3][C:4]1[C:13]([F:14])=[C:12]([N:15]2[CH2:20][CH2:19][NH:18][CH:17]([CH3:21])[CH2:16]2)[C:11]([O:22][CH:23]([F:25])[F:24])=[C:10]2[C:5]=1[C:6](=[O:32])[C:7]([C:29]([OH:31])=[O:30])=[CH:8][N:9]2[CH:26]1[CH2:28][CH2:27]1.[Cl-].[Mg+2:34].[Cl-]>>[NH2:3][C:4]1[C:13]([F:14])=[C:12]([N:15]2[CH2:20][CH2:19][NH:18][CH:17]([CH3:21])[CH2:16]2)[C:11]([O:22][CH:23]([F:24])[F:25])=[C:10]2[C:5]=1[C:6](=[O:32])[C:7]([C:29]([O-:31])=[O:30])=[CH:8][N:9]2[CH:26]1[CH2:27][CH2:28]1.[Mg+2:34].[NH2:3][C:4]1[C:13]([F:14])=[C:12]([N:15]2[CH2:20][CH2:19][NH:18][CH:17]([CH3:21])[CH2:16]2)[C:11]([O:22][CH:23]([F:24])[F:25])=[C:10]2[C:5]=1[C:6](=[O:32])[C:7]([C:29]([O-:31])=[O:30])=[CH:8][N:9]2[CH:26]1[CH2:27][CH2:28]1 |f:0.1,3.4.5,6.7.8|. Procedure: 23.0 ml (0.0023 mole) of a 0.1N aqueous solution of sodium hydroxide were added to 1.00 g (0.00234 mole) of 5-amino-1-cyclopropyl-8-difluoromethoxy-6-fluoro-7-(3-methylpiperazinyl)-1,4-dihydro-4-oxoquinoline-3-carboxylic acid (prepared as described in Example 30), and the resulting insoluble material was removed by filtration. 0.11 g (0.00115 mole) of anhydrous magnesium chloride was added to the filtrate, and the mixture was stirred at room temperature for 90 minutes. At the end of this time, t... The reactants are FC=1C(=C(C(=O)O)C=CC1F)NC1=C(C=C(C=C1)C#CCOC1OCCCC1)F (3,4-difluoro-2-{2-fluoro-4-[3-(tetrahydro-2H-pyran-2-yloxy)-1-propynyl]anilino}benzoic acid), C1=CN(C=N1)C(=O)N2C=CN=C2 (CDI), NOCCO (2-(aminooxy)ethanol). Product: FC1=C(N)C=CC(=C1)C#CCOC1OCCCC1 (2-fluoro-4-[3-(tetrahydro-2H-pyran-2-yloxy)-1-propynyl]aniline), FC=1C(=C(C(=O)NOCCO)C=CC1F)NC1=C(C=C(C=C1)C#CCOC1OCCCC1)F (3,4-difluoro-2-{2-fluoro-4-[3-(tetrahydro-2H-pyran-2-yloxy)-1-propynyl]anilino}-N-(2-hydroxyethoxy)benzamide). RXN SMILES: [F:1][C:2]1[C:3]([NH:12][C:13]2[CH:18]=[CH:17][C:16]([C:19]#[C:20][CH2:21][O:22][CH:23]3[CH2:28][CH2:27][CH2:26][CH2:25][O:24]3)=[CH:15][C:14]=2[F:29])=[C:4]([CH:8]=[CH:9][C:10]=1[F:11])[C:5]([OH:7])=O.C1N=CN(C(N2C=NC=C2)=O)C=1.[NH2:42][O:43][CH2:44][CH2:45][OH:46]>>[F:29][C:14]1[CH:15]=[C:16]([C:19]#[C:20][CH2:21][O:22][CH:23]2[CH2:28][CH2:27][CH2:26][CH2:25][O:24]2)[CH:17]=[CH:18][C:13]=1[NH2:12].[F:1][C:2]1[C:3]([NH:12][C:13]2[CH:18]=[CH:17][C:16]([C:19]#[C:20][CH2:21][O:22][CH:23]3[CH2:28][CH2:27][CH2:26][CH2:25][O:24]3)=[CH:15][C:14]=2[F:29])=[C:4]([CH:8]=[CH:9][C:10]=1[F:11])[C:5]([NH:42][O:43][CH2:44][CH2:45][OH:46])=[O:7]. Isolated yield 69.0%. Procedure details: The title compound was prepared from reaction of 3,4-difluoro-2-{2-fluoro-4-[3-(tetrahydro-2H-pyran-2-yloxy)-1-propynyl]anilino}benzoic acid with CDI and 2-(aminooxy)ethanol by the general procedure of Example 1, Step E, then purified by column chromatography on silica gel (50% EtOAc/PE) as eluant), to give 3,4-difluoro-2-{2-fluoro-4-[3-(tetrahydro-2H-pyran-2-yloxy)-1-propynyl]anilino}-N-(2-hydroxyethoxy)benzamide as a white solid (69%) which was used directly in the next step. 1H NMR [400 MHz, ... Starting materials: NC=1N(C2=C(C(=NC=3C=CC=CC23)Cl)N1)CCNC(OC(C)(C)C)=O (tert-Butyl 2-(2-amino-4-chloro-1H-imidazo[4,5-c]quinolin-1-yl)ethylcarbamate), N (ammonia), solution. Solvent: CO (methanol). Reaction conditions: temperature 150 celsius. Product: NCCN1C(=NC=2C(=NC=3C=CC=CC3C21)N)N (1-(2-aminoethyl)-1H-imidazo[4,5-c]quinoline-2,4-diamine). RXN SMILES: [NH2:1][C:2]1[N:3]([CH2:16][CH2:17][NH:18]C(=O)OC(C)(C)C)[C:4]2[C:13]3[CH:12]=[CH:11][CH:10]=[CH:9][C:8]=3[N:7]=[C:6](Cl)[C:5]=2[N:15]=1.[NH3:26]>CO>[NH2:18][CH2:17][CH2:16][N:3]1[C:4]2[C:13]3[CH:12]=[CH:11][CH:10]=[CH:9][C:8]=3[N:7]=[C:6]([NH2:26])[C:5]=2[N:15]=[C:2]1[NH2:1]. Procedure: tert-Butyl 2-(2-amino-4-chloro-1H-imidazo[4,5-c]quinolin-1-yl)ethylcarbamate (3.5 g, 9.7 mmol) and ammonia (approximately 100 mL of a 7 N solution in methanol) were added to a pressure vessel, which was sealed and heated at 150° C. overnight. The volatiles were removed under reduced pressure, and the residue was purified by automated flash chromatography (silica cartridge, eluting with aqueous ammonium hydroxide:methanol:dichloromethane in a gradient from 0:0:100 to 1.5:28.5:70) to provide 840 m... Reactants: C(C1=CC=CC=C1)(=O)[O-].[Na+] (sodium benzoate), ClC1=CC(=C(C(C(=O)OCC)=C1)O)C(CC)=O (ethyl 5-chloro-3-propionylsalicylate), C(C1=CC=CC=C1)(=O)Cl (benzoyl chloride), aqueous solution, C([O-])([O-])=O.[Na+].[Na+] (sodium carbonate). Yields the product ClC=1C=C2C(C(=C(OC2=C(C1)C(=O)OCC)C1=CC=CC=C1)C)=O (ethyl 6-chloro-3-methylflavone-8-carboxylate). Yield: 89.5%. Reaction SMILES: C([O-])(=O)[C:2]1[CH:7]=[CH:6][CH:5]=[CH:4][CH:3]=1.[Na+].[Cl:11][C:12]1[CH:22]=[C:16]([C:17]([O:19][CH2:20][CH3:21])=[O:18])[C:15]([OH:23])=[C:14]([C:24](=[O:27])[CH2:25][CH3:26])[CH:13]=1.[C:28](Cl)(=O)C1C=CC=CC=1.C(=O)([O-])[O-].[Na+].[Na+]>>[Cl:11][C:12]1[CH:13]=[C:14]2[C:15](=[C:16]([C:17]([O:19][CH2:20][CH3:21])=[O:18])[CH:22]=1)[O:23][C:26]([C:2]1[CH:7]=[CH:6][CH:5]=[CH:4][CH:3]=1)=[C:25]([CH3:28])[C:24]2=[O:27] |f:0.1,4.5.6|. Procedure: A 23.8 g (0.165 mole) quantity of sodium benzoate was added with stirring to a mixture of 12.8 g (0.05 mole) of ethyl 5-chloro-3-propionylsalicylate and 21.1 g (0.15 mole) of benzoyl chloride. The resulting mixture was heated at 180° to 190° C. for 8 hours to undergo reaction. The reaction mixture was cooled and 100 ml of a 5% aqueous solution of sodium carbonate was added. The mixture was stirred to precipitate solids. The solids were recrystallized from alcohol, giving 15.3 g (89.5%) of white ...